From a dataset of the Open Reaction Database (ORD), a public repository of structured organic reaction records. describe an organic reaction: reactants, conditions, products, and yield Reactants: ClC1=CC=C(C=C1)N1C2=NC=NC=3C=C(C(=C(CC1CI)C32)OC)OC (4-(4-chloro-phenyl)-5-iodomethyl-7,8-dimethoxy-5,6-dihydro-4H-1,3,4-triaza-phenalene), C1CCC2=NCCCN2CC1 (DBU). The solvent is C(Cl)(Cl)Cl (chloroform), C1(=CC=CC=C1)C (toluene). Conditions: temperature 120 celsius. The product is ClC1=CC=C(C=C1)N1C2=NC=NC=3C=C(C(=C(C=C1C)C32)OC)OC (4-(4-chloro-phenyl)-7,8-dimethoxy-5-methyl-4H-1,3,4-triaza-phenalene). Reaction SMILES: [Cl:1][C:2]1[CH:7]=[CH:6][C:5]([N:8]2[CH:19]([CH2:20]I)[CH2:18][C:17]3[C:22]4[C:9]2=[N:10][CH:11]=[N:12][C:13]=4[CH:14]=[C:15]([O:25][CH3:26])[C:16]=3[O:23][CH3:24])=[CH:4][CH:3]=1.C1CCN2C(=NCCC2)CC1>C1(C)C=CC=CC=1.C(Cl)(Cl)Cl>[Cl:1][C:2]1[CH:7]=[CH:6][C:5]([N:8]2[C:19]([CH3:20])=[CH:18][C:17]3[C:22]4[C:9]2=[N:10][CH:11]=[N:12][C:13]=4[CH:14]=[C:15]([O:25][CH3:26])[C:16]=3[O:23][CH3:24])=[CH:4][CH:3]=1. Procedure: To a solution of 4-(4-chloro-phenyl)-5-iodomethyl-7,8-dimethoxy-5,6-dihydro-4H-1,3,4-triaza-phenal (0.15 g, 0.31 mmol) (from Example 16, Step F, supra) in toluene (50 mL) was added DBU (0.46 mL, 3.1 mmol) (Fluka). The reaction mixture was heated at 120° C. for 1 hour. The mixture was then diluted with chloroform (100 mL), and washed with H2O. The organic layer was separated, dried over Na2SO4, and concentrated. The residue was purified by chromatography using EtOAc/CH2Cl2/Et3N (1:1:0.05) as elue... The reactants are BrC1=NC=CC(=C1)C(=NS(=O)C(C)(C)C)C1=C(C(=CC=C1)F)C#N (N-((2-bromopyridin-4-yl)(2-cyano-3-fluorophenyl)methylene)-2-methylpropane-2-sulfinamide), Cl (hydrochloric acid), C(CCC)[Li] (n-Butyllithium), BrC1=CC(=NC=C1)C(F)F (4-bromo-2-(difluoromethyl)pyridine). The solvent is C1CCOC1 (THF), CO (Methanol), C1CCOC1 (THF). Conditions: time 1 hour. Yields the product BrC1=NC=CC(=C1)C1(N=C(C2=C(C=CC=C12)F)N)C1=CC(=NC=C1)C(F)F (1-(2-Bromopyridin-4-yl)-1-(2-(difluoromethyl)pyridin-4-yl)-4-fluoro-1H-isoindol-3-amine). The yield is 20.2%. As a reaction SMILES: C([Li])CCC.Br[C:7]1[CH:12]=[CH:11][N:10]=[C:9]([CH:13]([F:15])[F:14])[CH:8]=1.[Br:16][C:17]1[CH:22]=[C:21]([C:23]([C:31]2[CH:36]=[CH:35][CH:34]=[C:33]([F:37])[C:32]=2[C:38]#[N:39])=[N:24]S(C(C)(C)C)=O)[CH:20]=[CH:19][N:18]=1.Cl>C1COCC1.CO>[Br:16][C:17]1[CH:22]=[C:21]([C:23]2([C:7]3[CH:12]=[CH:11][N:10]=[C:9]([CH:13]([F:15])[F:14])[CH:8]=3)[C:31]3[C:32](=[C:33]([F:37])[CH:34]=[CH:35][CH:36]=3)[C:38]([NH2:39])=[N:24]2)[CH:20]=[CH:19][N:18]=1. Procedure details: n-Butyllithium (2.5 M in hexane) (0.353 mL, 0.88 mmol) was added to 4-bromo-2-(difluoromethyl)pyridine (183 mg, 0.88 mmol) in THF (7 mL) at −78° C. under argon atmosphere. The reaction was stirred for 30 min before N-((2-bromopyridin-4-yl)(2-cyano-3-fluorophenyl)methylene)-2-methylpropane-2-sulfinamide (300 mg, 0.73 mmol) in THF (2 mL) was added. The reaction was kept at −78° C. for 1 hour and then allowed to reach room temperature. Methanol (5 mL) was added followed by hydrochloric acid (1 M in... Starting materials: FC1=CC(=C(C=C1)NC=1C2=C(N=CN1)SC(=C2C)C(=O)O)O[C@H]2COCCC2 (4-{4-fluoro-2-[(R)-(tetrahydro-pyran-3-yl)oxy]-phenylamino}-5-methyl-thieno[2,3-d]pyrimidine-6-carboxylic acid), N1(CCCC1)CCCN (3-pyrrolidin-1-yl-propylamine). The product is N1(CCCC1)CCCNC(=O)C1=C(C2=C(N=CN=C2NC2=C(C=C(C=C2)F)O[C@H]2COCCC2)S1)C (4-{4-Fluoro-2-[(R)-(tetrahydro-pyran-3-yl)oxy]-phenylamino}-5-methyl-thieno[2,3-d]pyrimidine-6-carboxylic acid (3-pyrrolidin-1-yl-propyl)-amide). RXN SMILES: [F:1][C:2]1[CH:7]=[CH:6][C:5]([NH:8][C:9]2[C:10]3[C:17]([CH3:18])=[C:16]([C:19](O)=[O:20])[S:15][C:11]=3[N:12]=[CH:13][N:14]=2)=[C:4]([O:22][C@@H:23]2[CH2:28][CH2:27][CH2:26][O:25][CH2:24]2)[CH:3]=1.[N:29]1([CH2:34][CH2:35][CH2:36][NH2:37])[CH2:33][CH2:32][CH2:31][CH2:30]1>>[N:29]1([CH2:34][CH2:35][CH2:36][NH:37][C:19]([C:16]2[S:15][C:11]3[N:12]=[CH:13][N:14]=[C:9]([NH:8][C:5]4[CH:6]=[CH:7][C:2]([F:1])=[CH:3][C:4]=4[O:22][C@@H:23]4[CH2:28][CH2:27][CH2:26][O:25][CH2:24]4)[C:10]=3[C:17]=2[CH3:18])=[O:20])[CH2:33][CH2:32][CH2:31][CH2:30]1. Reported procedure: Prepared analogously to example 10.4 from 4-{4-fluoro-2-[(R)-(tetrahydro-pyran-3-yl)oxy]-phenylamino}-5-methyl-thieno[2,3-d]pyrimidine-6-carboxylic acid and 3-pyrrolidin-1-yl-propylamine. Starting materials: C(C=C)(=O)N (acrylamide), C1(\C=C/C(=O)O1)=O (maleic anhydride), [OH-].[Na+] (sodium hydroxide), [OH-].[Na+] (sodium hydroxide), C(C=C)(=O)O (acrylic acid), C(C=C)(=O)N (acrylamide), OO (hydrogen peroxide), [OH-].[Na+] (sodium hydroxide). Yields the product C(\C=C/C(=O)[O-])(=O)[O-].[Na+].[Na+] (sodium maleate). Reaction SMILES: [C:1]1(=[O:7])[O:6][C:4](=[O:5])[CH:3]=[CH:2]1.[OH-].[Na+:9].C(O)(=[O:13])C=C.C(N)(=O)C=C.OO>>[C:1]([O-:6])(=[O:7])/[CH:2]=[CH:3]\[C:4]([O-:13])=[O:5].[Na+:9].[Na+:9] |f:1.2,6.7.8|. Procedure details: An aqueous sodium maleate solution was prepared by neutralizing maleic anhydride with an aqueous sodium hydroxide solution in a four-necked flask. The aqueous solution polymerization of this solution, an aqueous acrylic acid solution and acrylamide was effected in the presence of hydrogen peroxide and sodium hydroxide at 100° C. for 6 h. After neutralization with an aqueous sodium hydroxide solution, a dyeability-improving agent comprising the salt of the copolymer and containing 3% of acrylamid... The reactants are C(=O)(O)[O-].[Na+] (NaHCO3), 4-(4,6-Dimethoxy-1,3,5-triazin-2-yl)-4-methylmorpholinium chloride 2,7-hydrate, COC=1C=C(C(=O)O)C=CN1 (2-methoxy-isonicotinic acid), C(C)(C)(C)OC(=O)N1CCC(CC1)(C#N)N (4-amino-4-cyano-piperidine-1-carboxylic acid tert-butyl ester). Run in CCO (EtOH). Reaction conditions: time 46.5 hour. The product is C(C)(C)(C)OC(=O)N1CCC(CC1)(NC(=O)C1=CC(=NC=C1)OC)C#N (4-cyano-4-[(2-methoxy-pyridine-4-carbonyl)-amino]-piperidine-1-carboxylic acid tert-butyl ester). RXN SMILES: [CH3:1][O:2][C:3]1[CH:4]=[C:5]([CH:9]=[CH:10][N:11]=1)[C:6]([OH:8])=O.[C:12]([O:16][C:17]([N:19]1[CH2:24][CH2:23][C:22]([NH2:27])([C:25]#[N:26])[CH2:21][CH2:20]1)=[O:18])([CH3:15])([CH3:14])[CH3:13].C([O-])(O)=O.[Na+]>CCO>[C:12]([O:16][C:17]([N:19]1[CH2:20][CH2:21][C:22]([C:25]#[N:26])([NH:27][C:6]([C:5]2[CH:9]=[CH:10][N:11]=[C:3]([O:2][CH3:1])[CH:4]=2)=[O:8])[CH2:23][CH2:24]1)=[O:18])([CH3:15])([CH3:13])[CH3:14] |f:2.3|. Procedure: 4-(4,6-Dimethoxy-1,3,5-triazin-2-yl)-4-methylmorpholinium chloride 2,7-hydrate (1.06 g, 3.26 mmol) was added to a solution of 2-methoxy-isonicotinic acid (500 mg, 3.26 mmol) and 4-amino-4-cyano-piperidine-1-carboxylic acid tert-butyl ester (669 mg, 2.97 mmol) in EtOH (8.0 ml) at room temperature, and the mixture was stirred for 46.5 hours. An aqueous NaHCO3 solution was added to the reaction mixture, followed by extraction with AcOEt three times. The organic layers were washed with saturated bri...